From a dataset of the Open Reaction Database (ORD), a public repository of structured organic reaction records. describe an organic reaction: reactants, conditions, products, and yield The product is CC1=NOC(=C1CCC1OC(CCC1)O)C (racemic 3,5-dimethyl-4-(6-hydroxytetrahydropyran-2-ylethyl)-isoxazole). Procedure: To a solution of 1.0 g. (4.88 mmoles) of 3,5-dimethyl-4-(3,4-dihydro-2H-pyran-2-ylvinyl) isoxazole, prepared as described in Example 5 above, in 10 ml. of ethanol was added 5 drops of 1N sulfuric acid. The solution was stirred at room temperature overnight, poured into excess saturated aqueous sodium bicarbonate solution, and extracted with ether. The ether extracts were washed with water and saturated brine and dried over anhydrous sodium sulfate. Solvent removal gave 1.25 g. of pale yellow liq... The reagents and catalysts are [Pd] (palladium on carbon), S(O)(O)(=O)=O (sulfuric acid). The solvent is C(C)(=O)OCC (ethyl acetate), C(C)O (ethanol), O1CCOCC1 (dioxane). Conditions: time 8 hour. Starting materials: CC1=NOC(=C1C=CC1OC=CCC1)C (3,5-dimethyl-4-(3,4-dihydro-2H-pyran-2-ylvinyl) isoxazole), [H][H] (hydrogen), CC1=NOC(=C1CCC1OC(CCC1)OCC)C (racemic 3,5-dimethyl-4-(6-ethoxytetrahydropyran-2-ylethyl)-isoxazole), C([O-])(O)=O.[Na+] (sodium bicarbonate), S(O)(O)(=O)=O (sulfuric acid), C([O-])(O)=O.[Na+] (sodium bicarbonate), CC1=NOC(=C1C=CC1OC(CCC1)OCC)C (racemic 3,5-dimethyl-4-(6-ethoxytetrahydropyran-2-ylvinyl)isoxazole), acetal. RXN SMILES: CC1C(C=CC2CCC=CO2)=C(C)ON=1.C(=O)(O)[O-].[Na+].[CH3:21][C:22]1[C:26]([CH:27]=[CH:28][CH:29]2[CH2:34][CH2:33][CH2:32][CH:31]([O:35]CC)[O:30]2)=[C:25]([CH3:38])[O:24][N:23]=1.[H][H].CC1C(CCC2CCCC(OCC)O2)=C(C)ON=1.S(=O)(=O)(O)O>S(=O)(=O)(O)O.[Pd].O1CCOCC1.C(OCC)(=O)C.C(O)C>[CH3:21][C:22]1[C:26]([CH2:27][CH2:28][CH:29]2[CH2:34][CH2:33][CH2:32][CH:31]([OH:35])[O:30]2)=[C:25]([CH3:38])[O:24][N:23]=1 |f:1.2|. Reactants: CN1C(C(=CC(=C1)C1=CC=NC=C1)[N+](=O)[O-])=O (1-methyl-3-nitro-5-(4-pyridinyl)-2(1H)-pyridinone), [N+](=O)([O-])C=1C(NC=CC1)=O (nitro-pyridinone). Run in CN(C=O)C (dimethylformamide). Conditions: time 3 hour. The product is NC=1C(N(C=C(C1)C1=CC=NC=C1)C)=O (3-Amino-1-methyl-5-(4-pyridinyl)-2(1H)-pyridinone). Reaction SMILES: [CH3:1][N:2]1[CH:7]=[C:6]([C:8]2[CH:13]=[CH:12][N:11]=[CH:10][CH:9]=2)[CH:5]=[C:4]([N+:14]([O-])=O)[C:3]1=[O:17].[N+](C1C(=O)NC=CC=1)([O-])=O>CN(C)C=O>[NH2:14][C:4]1[C:3](=[O:17])[N:2]([CH3:1])[CH:7]=[C:6]([C:8]2[CH:9]=[CH:10][N:11]=[CH:12][CH:13]=2)[CH:5]=1. Procedure: A mixture containing 10.7 g. of 1-methyl-3-nitro-5-(4-pyridinyl)-2(1H)-pyridinone and 200 ml. of dimethylformamide was warmed to dissolve the nitro-pyridinone and the solution was filtered through infusorial earth. The filtrate was charged into a 500 ml. Parr bottle with 1.2 g. of 10% palladium-on-charcoal catalyst and the mixture was shaken under 40 p.s.i. of hydrogen at room temperature for three hours, after which time no further hydrogen was taken up. The reaction mixture was filtered and th... Starting materials: CCOC(=O)C=Cc1ccc2c(c1)CC(CNC(=O)OC(C)(C)C)CC2, CCO, Cl. Reaction SMILES: [C:1]([O:2][C:3](=[O:4])[NH:8][CH2:9][CH:10]1[CH2:11][c:12]2[cH:13][c:14]([CH:20]=[CH:21][C:22](=[O:23])[O:24][CH2:25][CH3:26])[cH:15][cH:16][c:17]2[CH2:18][CH2:19]1)([CH3:5])([CH3:6])[CH3:7].[CH3:28][CH2:29][OH:30].[ClH:27]>>[ClH:27].[NH2:8][CH2:9][CH:10]1[CH2:11][c:12]2[cH:13][c:14]([CH:20]=[CH:21][C:22](=[O:23])[O:24][CH2:25][CH3:26])[cH:15][cH:16][c:17]2[CH2:18][CH2:19]1. Product: Cl, CCOC(=O)C=Cc1ccc2c(c1)CC(CN)CC2. The reactants are ClC1=C(OC(C(=O)O)(C)C)C=CC(=C1Cl)CCC(C=1SC(=CC1)C1=CC=C(C=C1)C(F)(F)F)O (2-(2,3-dichloro-4-(3-hydroxy-3-(5-(4-(trifluoromethyl)phenyl)thien-2-yl)propyl)phenoxy)-2-methylpropanoic acid), [H-].[Na+] (sodium hydride), BrCC1CCCCC1 (bromomethylcyclohexane). Yields the product ClC1=C(OC(C(=O)O)(C)C)C=CC(=C1Cl)CCC(C=1SC(=CC1)C1=CC=C(C=C1)C(F)(F)F)OCC1CCCCC1 (2-(2,3-Dichloro-4-(3-(cyclohexylmethoxy)-3-(5-(4-(trifluoromethyl)phenyl)thien-2-yl)propyl)phenoxy)-2-methylpropanoic acid). As a reaction SMILES: [Cl:1][C:2]1[C:14]([Cl:15])=[C:13]([CH2:16][CH2:17][CH:18]([OH:34])[C:19]2[S:20][C:21]([C:24]3[CH:29]=[CH:28][C:27]([C:30]([F:33])([F:32])[F:31])=[CH:26][CH:25]=3)=[CH:22][CH:23]=2)[CH:12]=[CH:11][C:3]=1[O:4][C:5]([CH3:10])([CH3:9])[C:6]([OH:8])=[O:7].[H-].[Na+].Br[CH2:38][CH:39]1[CH2:44][CH2:43][CH2:42][CH2:41][CH2:40]1>>[Cl:1][C:2]1[C:14]([Cl:15])=[C:13]([CH2:16][CH2:17][CH:18]([O:34][CH2:38][CH:39]2[CH2:44][CH2:43][CH2:42][CH2:41][CH2:40]2)[C:19]2[S:20][C:21]([C:24]3[CH:25]=[CH:26][C:27]([C:30]([F:31])([F:32])[F:33])=[CH:28][CH:29]=3)=[CH:22][CH:23]=2)[CH:12]=[CH:11][C:3]=1[O:4][C:5]([CH3:9])([CH3:10])[C:6]([OH:8])=[O:7] |f:1.2|. Reported procedure: 2-(2,3-Dichloro-4-(3-(cyclohexylmethoxy)-3-(5-(4-(trifluoromethyl)phenyl)thien-2-yl)propyl)phenoxy)-2-methylpropanoic acid is prepared from 2-(2,3-dichloro-4-(3-hydroxy-3-(5-(4-(trifluoromethyl)phenyl)thien-2-yl)propyl)phenoxy)-2-methylpropanoic acid using 8 equivalents of sodium hydride and 2.5 equivalents of bromomethylcyclohexane according to general procedure H. The reactants are BrC1CC(NC2=C(C1=O)C=C(C(=C2)C)C)=O (4-bromo-2,3,4,5-tetrahydro-7,8-dimethyl-2,5-dioxobenz(f)azepine), hydrated sodium acetate. The solvent is C(Cl)(Cl)Cl (chloroform). Product: CC=1C(=CC2=C(C(C=CC(N2)=O)=O)C1)C (2,5-Dihydro-7,8-dimethylbenz(f)azepine-2,5-dione). RXN SMILES: Br[CH:2]1[C:8](=[O:9])[C:7]2[CH:10]=[C:11]([CH3:15])[C:12]([CH3:14])=[CH:13][C:6]=2[NH:5][C:4](=[O:16])[CH2:3]1>C(Cl)(Cl)Cl>[CH3:15][C:11]1[C:12]([CH3:14])=[CH:13][C:6]2[NH:5][C:4](=[O:16])[CH:3]=[CH:2][C:8](=[O:9])[C:7]=2[CH:10]=1. Procedure: To a chloroform solution of the 4-bromo-2,3,4,5-tetrahydro-7,8-dimethyl-2,5-dioxobenz(f)azepine was added hydrated sodium acetate. On shaking, filtration, and storage, yellow 2,5-dihydro-7,8-dimethylbenz(f)azepine-2,5-dione, mp 258° C. (from propanol) was deposited. Starting materials: CN1C=C(C2=CC=C(C=C12)OS(=O)(=O)C1=CC=CC=C1)C=1C(NC(C1C1=CN(C2=CC=CC=C12)C)=O)=O (Benzenesulfonic acid 1-methyl-3-[4-(1-methyl-1H-indol-3-yl)-2,5-dioxo-2,5-dihydro-1H-pyrrol-3-yl]-1H-indol-6-yl ester), [OH-].[Na+] (NaOH), CO (CH3OH), Cl (HCl). The solvent is O (H2O). The product is OC1=CC=C2C(=CN(C2=C1)C)C=1C(NC(C1C1=CN(C2=CC=CC=C12)C)=O)=O (3-(6-hydroxy-1-methyl-1H-indol-3-yl)-4-(1-methyl-1H-indol-3-yl)-pyrrole-2,5-dione). RXN SMILES: [CH3:1][N:2]1[C:10]2[C:5](=[CH:6][CH:7]=[C:8]([O:11]S(C3C=CC=CC=3)(=O)=O)[CH:9]=2)[C:4]([C:21]2[C:22](=[O:37])[NH:23][C:24](=[O:36])[C:25]=2[C:26]2[C:34]3[C:29](=[CH:30][CH:31]=[CH:32][CH:33]=3)[N:28]([CH3:35])[CH:27]=2)=[CH:3]1.[OH-].[Na+].CO.Cl>O>[OH:11][C:8]1[CH:9]=[C:10]2[C:5]([C:4]([C:21]3[C:22](=[O:37])[NH:23][C:24](=[O:36])[C:25]=3[C:26]3[C:34]4[C:29](=[CH:30][CH:31]=[CH:32][CH:33]=4)[N:28]([CH3:35])[CH:27]=3)=[CH:3][N:2]2[CH3:1])=[CH:6][CH:7]=1 |f:1.2|. Procedure: 3-(6-hydroxy-1-methyl-1H-indol-3-yl)-4-(1-methyl-1H-indol-3-yl)-pyrrole-2,5-dione was prepared by treating Benzenesulfonic acid 1-methyl-3-[4-(1-methyl-1H-indol-3-yl)-2,5-dioxo-2,5-dihydro-1H-pyrrol-3-yl]-1H-indol-6-yl ester (141 mg 0.28 mm) with 4N NaOH (0.5 mL, 2 mmol) and CH3OH (4 mL) and heating to reflux temperature for 6 hours. After cooling to room temperature, the reaction mixture was diluted with H2O, acidified with 2N HCl, and extracted with EtOAc. The organic phase was washed with sat... Reactants: CCO, CCOC(C)=O, [H][H], O=C(N1CCCC1)C1(c2ccc(Cl)c([N+](=O)[O-])c2)CC1, [Pd]. Yields the product Nc1cc(C2(C(=O)N3CCCC3)CC2)ccc1Cl. RXN SMILES: [CH3:21][CH2:22][OH:23].[CH3:26][CH2:27][O:28][C:29](=[O:30])[CH3:31].[H:24][H:25].[N:1]1([C:6](=[O:7])[C:8]2([c:11]3[cH:12][cH:13][c:14]([Cl:20])[c:15]([N+:17]([O-:18])=[O:19])[cH:16]3)[CH2:9][CH2:10]2)[CH2:2][CH2:3][CH2:4][CH2:5]1.[Pd:32]>>[N:1]1([C:6](=[O:7])[C:8]2([c:11]3[cH:12][cH:13][c:14]([Cl:20])[c:15]([NH2:17])[cH:16]3)[CH2:9][CH2:10]2)[CH2:2][CH2:3][CH2:4][CH2:5]1. Reactants: O=C(O)c1ccc2c(c1)nc(-c1ccc3nc(-c4cc(Br)ccc4O)ccc3c1)n2C1CCCCC1, CC(=O)c1ccc(O)c(C(N)=O)c1, CCO, [K+], [OH-]. Product: NC(=O)c1cc(-c2ccc3cc(-c4nc5cc(C(=O)O)ccc5n4C4CCCCC4)ccc3n2)ccc1O. RXN SMILES: [Br:1][c:2]1[cH:3][cH:4][c:5]([OH:6])[c:7](-[c:8]2[n:9][c:10]3[cH:11][cH:12][c:13](-[c:18]4[n:19][c:20]5[c:21]([n:22]4[CH:23]4[CH2:24][CH2:25][CH2:26][CH2:27][CH2:28]4)[cH:29][cH:30][c:31]([C:33](=[O:34])[OH:35])[cH:32]5)[cH:14][c:15]3[cH:16][cH:17]2)[cH:36]1.[C:37](=[O:38])([CH3:39])[c:40]1[cH:41][cH:42][c:43]([OH:49])[c:44]([C:45](=[O:46])[NH2:47])[cH:48]1.[CH3:52][CH2:53][OH:54].[K+:51].[OH-:50]>>[c:8]1(-[c:40]2[cH:41][cH:42][c:43]([OH:49])[c:44]([C:45](=[O:46])[NH2:47])[cH:48]2)[n:9][c:10]2[cH:11][cH:12][c:13](-[c:18]3[n:19][c:20]4[c:21]([n:22]3[CH:23]3[CH2:24][CH2:25][CH2:26][CH2:27][CH2:28]3)[cH:29][cH:30][c:31]([C:33](=[O:34])[OH:35])[cH:32]4)[cH:14][c:15]2[cH:16][cH:17]1. Reactants: CCCCOC(=O)CCC(=O)NC(CC(=O)OCc1ccccc1)Cc1ccc(-c2cccc(Cl)c2)cc1, CCOC(C)=O. Product: CCCCOC(=O)CCC(=O)NC(CC(=O)O)Cc1ccc(-c2cccc(Cl)c2)cc1. RXN SMILES: [CH2:1]([CH2:2][CH2:3][CH3:4])[O:5][C:6]([CH2:7][CH2:8][C:9](=[O:10])[NH:11][CH:12]([CH2:13][C:14](=[O:15])[O:16][CH2:17][c:18]1[cH:19][cH:20][cH:21][cH:22][cH:23]1)[CH2:24][c:25]1[cH:26][cH:27][c:28](-[c:31]2[cH:32][c:33]([Cl:37])[cH:34][cH:35][cH:36]2)[cH:29][cH:30]1)=[O:38].[CH3:39][CH2:40][O:41][C:42]([CH3:43])=[O:44]>>[CH2:1]([CH2:2][CH2:3][CH3:4])[O:5][C:6]([CH2:7][CH2:8][C:9](=[O:10])[NH:11][CH:12]([CH2:13][C:14](=[O:15])[OH:16])[CH2:24][c:25]1[cH:26][cH:27][c:28](-[c:31]2[cH:32][c:33]([Cl:37])[cH:34][cH:35][cH:36]2)[cH:29][cH:30]1)=[O:38]. The reactants are C(=O)(C(F)(F)F)O (TFA), C1=CC(=CC(=C1)Cl)C(=O)OO (m-CPBA), ice, FC1=CC2=C(C=3N(CCO2)C=C(N3)C3=NC(=NN3C(C)C)C)C=C1SC1CCN(CC1)C(C)C (9-fluoro-2-(1-isopropyl-3-methyl-1H-1,2,4-triazol-5-yl)-10-(1-isopropylpiperidin-4-ylthio)-5,6-dihydrobenzo[f]imidazo[1,2-d][1,4]oxazepine). Solvent: C(Cl)Cl (DCM), C(Cl)Cl (DCM). Conditions: temperature 0 celsius, time 15 minute. Yields the product FC1=CC2=C(C=3N(CCO2)C=C(N3)C3=NC(=NN3C(C)C)C)C=C1S(=O)C1CCN(CC1)C(C)C (9-fluoro-2-(1-isopropyl-3-methyl-1H-1,2,4-triazol-5-yl)-10-(1-isopropylpiperidin-4-ylsulfinyl)-5,6-dihydrobenzo[f]imidazo[1,2-d][1,4]oxazepine). RXN SMILES: [F:1][C:2]1[C:24]([S:25][CH:26]2[CH2:31][CH2:30][N:29]([CH:32]([CH3:34])[CH3:33])[CH2:28][CH2:27]2)=[CH:23][C:5]2[C:6]3[N:7]([CH:11]=[C:12]([C:14]4[N:18]([CH:19]([CH3:21])[CH3:20])[N:17]=[C:16]([CH3:22])[N:15]=4)[N:13]=3)[CH2:8][CH2:9][O:10][C:4]=2[CH:3]=1.C(O)(C(F)(F)F)=[O:36].C1C=C(Cl)C=C(C(OO)=O)C=1>C(Cl)Cl>[F:1][C:2]1[C:24]([S:25]([CH:26]2[CH2:27][CH2:28][N:29]([CH:32]([CH3:34])[CH3:33])[CH2:30][CH2:31]2)=[O:36])=[CH:23][C:5]2[C:6]3[N:7]([CH:11]=[C:12]([C:14]4[N:18]([CH:19]([CH3:20])[CH3:21])[N:17]=[C:16]([CH3:22])[N:15]=4)[N:13]=3)[CH2:8][CH2:9][O:10][C:4]=2[CH:3]=1. Procedure: To an ice-cooled solution of 8-fluoro-2-(2-isopropyl-5-methyl-2H-[1,2,4]triazol-3-yl)-9-(1-isopropylpiperidin-4-ylsulfanyl)-4,5-dihydro-6-oxa-1,3a-diazabenzo[e]azulene 209 (194 mg, 0.40 mmol) in DCM (15 mL) was added TFA (93 μL, 1.20 mmol) followed by a solution of m-CPBA (76 mg, 0.440 mmol) in DCM (2 mL). The resulting mixture was stirred for 15 min at 0° C. then volatiles were removed under reduced pressure. The crude material was purified by column chromatography (C18, gradient 20-45% MeOH in...